Dataset: the Open Reaction Database (ORD), a public repository of structured organic reaction records. Task: describe an organic reaction: reactants, conditions, products, and yield The yield is 36.4%. Product: C1(=CC=CC=C1)C=1N=C(OC1)N1CCN(CC1)C(=O)OC(C)(C)C (tert-Butyl 4-(4-phenyl-1,3-oxazol-2-yl)piperazine-1-carboxylate). As a reaction SMILES: [N:1]1([C:7]([O:9][C:10]([CH3:13])([CH3:12])[CH3:11])=[O:8])[CH2:6][CH2:5][NH:4][CH2:3][CH2:2]1.Cl[C:15]1[O:16][CH:17]=[C:18]([C:20]2[CH:25]=[CH:24][CH:23]=[CH:22][CH:21]=2)[N:19]=1>C1(C)C(C)=CC=CC=1>[C:20]1([C:18]2[N:19]=[C:15]([N:4]3[CH2:5][CH2:6][N:1]([C:7]([O:9][C:10]([CH3:13])([CH3:12])[CH3:11])=[O:8])[CH2:2][CH2:3]3)[O:16][CH:17]=2)[CH:21]=[CH:22][CH:23]=[CH:24][CH:25]=1. Procedure details: A solution of tert-butyl piperazine-1-carboxylate (1.21 g, 6.51 mmol) and 2-chloro-4-phenyl-1,3-oxazole (390 mg, 2.17 mmol) in xylene (50 ml) was stirred at 155° C. for 12 hours. The solvent was distilled off under reduced pressure. The residue was poured to water, and extracted with ethyl acetate. The extract was washed with water and dried over anhydrous magnesium sulfate. The solvent was distilled off under reduced pressure. The residue was purified by silica gel column chromatography (hexane... Run in C=1(C(=CC=CC1)C)C (xylene). Reactants: N1(CCNCC1)C(=O)OC(C)(C)C (tert-butyl piperazine-1-carboxylate), ClC=1OC=C(N1)C1=CC=CC=C1 (2-chloro-4-phenyl-1,3-oxazole). The reactants are CCN(C(C)C)C(C)C, ClCc1nc2cccnc2s1, c1csc(N2CCNCC2)n1. Yields the product c1cnc2sc(CN3CCN(c4nccs4)CC3)nc2c1. RXN SMILES: [CH:23]([N:24]([CH2:25][CH3:26])[CH:27]([CH3:28])[CH3:29])([CH3:30])[CH3:31].[Cl:1][CH2:2][c:3]1[s:4][c:5]2[n:6][cH:7][cH:8][cH:9][c:10]2[n:11]1.[s:12]1[c:13]([N:17]2[CH2:18][CH2:19][NH:20][CH2:21][CH2:22]2)[n:14][cH:15][cH:16]1>>[CH2:2]([c:3]1[s:4][c:5]2[n:6][cH:7][cH:8][cH:9][c:10]2[n:11]1)[N:20]1[CH2:19][CH2:18][N:17]([c:13]2[s:12][cH:16][cH:15][n:14]2)[CH2:22][CH2:21]1. The reactants are CCc1cc(-c2ccc(C(=O)O)s2)c(C)[nH]c1=O, NCc1ccccn1. Yields the product CCc1cc(-c2ccc(C(=O)NCc3ccccn3)s2)c(C)[nH]c1=O. RXN SMILES: [CH2:1]([CH3:2])[c:3]1[cH:4][c:5](-[c:11]2[cH:12][cH:13][c:14]([C:16](=[O:17])[OH:18])[s:15]2)[c:6]([CH3:10])[nH:7][c:8]1=[O:9].[n:19]1[c:20]([CH2:25][NH2:26])[cH:21][cH:22][cH:23][cH:24]1>>[CH2:1]([CH3:2])[c:3]1[cH:4][c:5](-[c:11]2[cH:12][cH:13][c:14]([C:16](=[O:18])[NH:26][CH2:25][c:20]3[n:19][cH:24][cH:23][cH:22][cH:21]3)[s:15]2)[c:6]([CH3:10])[nH:7][c:8]1=[O:9].